From a dataset of the Open Reaction Database (ORD), a public repository of structured organic reaction records. describe an organic reaction: reactants, conditions, products, and yield Reactants: O (water), CN1N=C(C=C1)C(=O)O (1-methylpyrazolecarboxylic acid), S(=O)(Cl)Cl (thionyl chloride), NC1=NC=CC(=C1)OC=1C=CC(=NC1)NC(=O)NC(C(C)(C)C)=O (N-((5-((2-aminopyridin-4-yl)oxy)pyridin-2-yl)carbamoyl)pivalamide), N1=CC=CC=C1 (pyridine). Reaction conditions: temperature 60 celsius, time 8 hour. Product: CN1N=CC(=C1)C(=O)NC1=NC=CC(=C1)OC=1C=NC(=CC1)NC(=O)NC(C(C)(C)C)=O (1-methyl-N-(4-((6-(3-pivaloylureido)pyridin-3-yl)oxy)pyridin-2-yl)-1H-pyrazole-4-carboxamide). Yield: 64.0%. As a reaction SMILES: [CH3:1][N:2]1[CH:6]=[CH:5][C:4](C(O)=O)=[N:3]1.S(Cl)(Cl)=O.[NH2:14][C:15]1[CH:20]=[C:19]([O:21][C:22]2[CH:23]=[CH:24][C:25]([NH:28][C:29]([NH:31][C:32](=[O:37])[C:33]([CH3:36])([CH3:35])[CH3:34])=[O:30])=[N:26][CH:27]=2)[CH:18]=[CH:17][N:16]=1.[OH2:38].N1C=CC=C[CH:40]=1>>[CH3:1][N:2]1[CH:6]=[C:5]([C:40]([NH:14][C:15]2[CH:20]=[C:19]([O:21][C:22]3[CH:27]=[N:26][C:25]([NH:28][C:29]([NH:31][C:32](=[O:37])[C:33]([CH3:34])([CH3:36])[CH3:35])=[O:30])=[CH:24][CH:23]=3)[CH:18]=[CH:17][N:16]=2)=[O:38])[CH:4]=[N:3]1. Reported procedure: A suspension of 1-methylpyrazolecarboxylic acid (0.069 g, 0.547 mmol) in thionyl chloride (1.50 mL, 20.66 mmol) was heated at 60° C. for 0.5 h, concentrated to dryness, treated with toluene and concentrated to dryness (3×). The residue was treated with a solution of Example C1 (0.150 g, 0.455 mmol) in pyridine (5 mL) and stirred at RT overnight. The mixture was treated with water, stirred for 0.5 h and the resulting solid collected via filtration. The material was suspended in MTBE, sonicated co... Starting materials: CC1(C)C=C(n2cc(C#N)c3ccccc32)c2cc(C#N)ccc2O1, CCOC(C)=O, CO, [H][H], [OH-], [OH-], [Pd+2]. Product: CC1(C)CC(n2cc(C#N)c3ccccc32)c2cc(C#N)ccc2O1. Reaction SMILES: [C:1](#[N:2])[c:3]1[cH:4][n:5]([C:12]2=[CH:13][C:14]([CH3:24])([CH3:25])[O:15][c:16]3[c:17]2[cH:18][c:19]([C:22]#[N:23])[cH:20][cH:21]3)[c:6]2[cH:7][cH:8][cH:9][cH:10][c:11]12.[C:28]([O:29][CH2:30][CH3:31])(=[O:32])[CH3:33].[CH3:34][OH:35].[H:26][H:27].[OH-:36].[OH-:38].[Pd+2:37]>>[C:1](#[N:2])[c:3]1[cH:4][n:5]([CH:12]2[CH2:13][C:14]([CH3:24])([CH3:25])[O:15][c:16]3[c:17]2[cH:18][c:19]([C:22]#[N:23])[cH:20][cH:21]3)[c:6]2[cH:7][cH:8][cH:9][cH:10][c:11]12. Starting materials: OC1=CC=C(C=C1)CCCN1C=NC=C1 (1-[3-(4-hydroxyphenyl)propyl]imidazole), ClCC=1N=C(SC1)C1=CC=CC=C1 (4-chloromethyl-2-phenylthiazole). The product is N1(C=NC=C1)CCCC1=CC=C(OCC=2N=C(SC2)C2=CC=CC=C2)C=C1 (4-[4-[3-(1-imidazolyl)propyl]phenoxymethyl]-2-phenylthiazole). Yield: 78.0%. Reaction SMILES: [OH:1][C:2]1[CH:7]=[CH:6][C:5]([CH2:8][CH2:9][CH2:10][N:11]2[CH:15]=[CH:14][N:13]=[CH:12]2)=[CH:4][CH:3]=1.Cl[CH2:17][C:18]1[N:19]=[C:20]([C:23]2[CH:28]=[CH:27][CH:26]=[CH:25][CH:24]=2)[S:21][CH:22]=1>>[N:11]1([CH2:10][CH2:9][CH2:8][C:5]2[CH:6]=[CH:7][C:2]([O:1][CH2:17][C:18]3[N:19]=[C:20]([C:23]4[CH:24]=[CH:25][CH:26]=[CH:27][CH:28]=4)[S:21][CH:22]=3)=[CH:3][CH:4]=2)[CH:15]=[CH:14][N:13]=[CH:12]1. Procedure: In substantially the same manner as in Working Example 72, 1-[3-(4-hydroxyphenyl)propyl]imidazole was allowed to react with 4-chloromethyl-2-phenylthiazole to give 4-[4-[3-(1-imidazolyl)propyl]phenoxymethyl]-2-phenylthiazole. The yield was 78%. Recrystallization from ethyl acetate-hexane gave colorless prisms, mp 110-111° C. The reactants are CC(=O)C (Acetone), ClCC=1C(=NC(=NC1C(C)C)N(S(=O)(=O)C)C)C1=CC=C(C=C1)F (N-[5-chloromethyl-4-(4-fluorophenyl)-6-isopropyl-pyrimidin-2-yl]-N-methyl-methanesulfonamide), SC=1SC2=C(N1)C=CC=C2 (2-Mercaptobenzothiazole), [OH-].[Na+] (sodium hydroxide). Run in C(C)(=O)OCC.CCCCCC (ethyl acetate n-hexane), O (water), O (water). Reaction conditions: time 15 minute. Yields the product S1C(=NC2=C1C=CC=C2)S(=O)(=O)CC=2C(=NC(=NC2C(C)C)N(S(=O)(=O)C)C)C2=CC=C(C=C2)F (N-[5-benzothiazol-2-sulfonylmethyl-4-(4-fluorophenyl)-6-isopropyl-pyrimidin-2-yl]-N-methyl-methanesulfonamide). The yield is 84.0%. Reaction SMILES: [SH:1][C:2]1[S:3][C:4]2[CH:10]=[CH:9][CH:8]=[CH:7][C:5]=2[N:6]=1.[OH-:11].[Na+].CC(C)=[O:15].Cl[CH2:18][C:19]1[C:20]([C:34]2[CH:39]=[CH:38][C:37]([F:40])=[CH:36][CH:35]=2)=[N:21][C:22]([N:28]([CH3:33])[S:29]([CH3:32])(=[O:31])=[O:30])=[N:23][C:24]=1[CH:25]([CH3:27])[CH3:26]>O.C(OCC)(=O)C.CCCCCC>[S:3]1[C:4]2[CH:10]=[CH:9][CH:8]=[CH:7][C:5]=2[N:6]=[C:2]1[S:1]([CH2:18][C:19]1[C:20]([C:34]2[CH:39]=[CH:38][C:37]([F:40])=[CH:36][CH:35]=2)=[N:21][C:22]([N:28]([CH3:33])[S:29]([CH3:32])(=[O:31])=[O:30])=[N:23][C:24]=1[CH:25]([CH3:27])[CH3:26])(=[O:15])=[O:11] |f:1.2,6.7|. Procedure details: 2-Mercaptobenzothiazole (4.1 g) was added to a solution of sodium hydroxide (1.0 g) in water (20.0 mL). The reaction mixture was stirred for 15 minutes, while maintaining the temperature of 25˜35° C. Acetone (36.0 mL) and N-[5-chloromethyl-4-(4-fluorophenyl)-6-isopropyl-pyrimidin-2-yl]-N-methyl-methanesulfonamide (9.0 g) were added to the reaction mixture, which was then stirred for 3 hours, while maintaining the temperature of 25˜35° C. The reaction was monitored with thin layer chromatography ... Reactants: C(C)(=O)NCCC=1C=CC=C2C=CC(=CC12)OCCCC(=O)OCC (Ethyl 4-({8-[2-(acetylamino)ethyl]-2-naphthyl}oxy)butanoate), [H-].[Al+3].[Li+].[H-].[H-].[H-] (lithium aluminum hydride). Run in CCOCC (ether). Reaction conditions: time 6 hour. Product: OCCCCOC1=CC=C2C=CC=C(C2=C1)CCNC(C)=O (N-{2-[7-(4-Hydroxybutyloxy)naphth-1-yl]ethyl}acetamide). RXN SMILES: [C:1]([NH:4][CH2:5][CH2:6][C:7]1[CH:8]=[CH:9][CH:10]=[C:11]2[C:16]=1[CH:15]=[C:14]([O:17][CH2:18][CH2:19][CH2:20][C:21](OCC)=[O:22])[CH:13]=[CH:12]2)(=[O:3])[CH3:2].[H-].[Al+3].[Li+].[H-].[H-].[H-]>CCOCC>[OH:22][CH2:21][CH2:20][CH2:19][CH2:18][O:17][C:14]1[CH:15]=[C:16]2[C:11]([CH:10]=[CH:9][CH:8]=[C:7]2[CH2:6][CH2:5][NH:4][C:1](=[O:3])[CH3:2])=[CH:12][CH:13]=1 |f:1.2.3.4.5.6|. Reported procedure: In a 250 ml round-bottomed flask, the ester obtained in Step A (0.009 mol) is dissolved in 100 ml of anhydrous ether. 0.009 mol of lithium aluminum hydride is added in portions, and the reaction mixture is stirred for 6 hours at room temperature. The reaction mixture is then hydrolysed with a few drops of 1M NaOH, and the precipitate that forms is filtered off. The filtrate is dried over MgSO4 and evaporated under reduced pressure. The resulting residue is precipitated from an Et2O/petroleum eth... The reactants are NC=1N=CNC1C(=O)OCC (ethyl 4-amino-1H-imidazole-5-carboxylate), CN(C)C(OC)OC (DMF-DMA). Run in CN(C)C=O (DMF). The product is CN(C)\C=N\C=1N=CNC1C(=O)OCC (ethyl 4-{[(1E)-(dimethylamino)methylidene]amino}-1H-imidazole-5-carboxylate). RXN SMILES: [NH2:1][C:2]1[N:3]=[CH:4][NH:5][C:6]=1[C:7]([O:9][CH2:10][CH3:11])=[O:8].[CH3:12][N:13]([CH:15](OC)OC)[CH3:14]>CN(C=O)C>[CH3:12][N:13](/[CH:15]=[N:1]/[C:2]1[N:3]=[CH:4][NH:5][C:6]=1[C:7]([O:9][CH2:10][CH3:11])=[O:8])[CH3:14]. Procedure details: A solution of ethyl 4-amino-1H-imidazole-5-carboxylate (0.65 g, 4.19 mmol) and DMF-DMA (11.22 ml, 84 mmol) in DMF (3 mL) was stirred at RT under nitrogen for 3 days. The excess DMF-DMA and DMF were removed under vacuum to give the desired compound as a white solid. 1H NMR (400 MHz, DMSO-d6) δ ppm 10.34-13.68 (m, 1H), 8.09 (s, 1H), 7.36 (s, 1H), 4.12 (q, 2H), 2.96 (d, 6H), 1.22 (t, 3H).